Dataset: the Open Reaction Database (ORD), a public repository of structured organic reaction records. Task: describe an organic reaction: reactants, conditions, products, and yield Reactants: C(C)(C)(C)OC(=O)N1[C@](C(=O)O)(CCC1)C (1-(tert-butoxycarbonyl)-2-methylproline), C(O)([O-])=O.[Na+] (sodium hydrogen carbonate), C(OCC(C)C)(=O)Cl (2-methylpropyl chlorocarbonate), NC1=C(SC(=C1)Br)C(=O)N (3-amino-5-bromothiophene-2-carboxamide). Solvent: O1CCCC1 (tetrahydrofuran), C(C)N(CC)CC (triethylamine). Yield: 17.3%. Procedure: To a mixture of 1-(tert-butoxycarbonyl)-2-methylproline (425 mg), triethylamine (0.425 mL) and tetrahydrofuran (10 mL) was added 2-methylpropyl chlorocarbonate (0.2 mL) with stirring at room temperature. After 1 hr, 3-amino-5-bromothiophene-2-carboxamide (337 mg) produced in Example 1, step D, was added, and the mixture was stirred at 60° C. overnight. Thereafter, the mixture was stirred in a microwave reactor at 120° C. for 4 hr. The reaction mixture was allowed to cool to room temperature, and... Product: BrC1=CC=2N=C(NC(C2S1)=O)C1(N(CCC1)C(=O)OC(C)(C)C)C (tert-butyl 2-(6-bromo-4-oxo-3,4-dihydrothieno[3,2-d]pyrimidin-2-yl)-2-methylpyrrolidine-1-carboxylate). Run at time 1 hour. RXN SMILES: [C:1]([O:5][C:6]([N:8]1[CH2:15][CH2:14][CH2:13][C@@:9]1([CH3:16])[C:10](O)=O)=[O:7])([CH3:4])([CH3:3])[CH3:2].C(Cl)(=O)OCC(C)C.[NH2:25][C:26]1[CH:30]=[C:29]([Br:31])[S:28][C:27]=1[C:32]([NH2:34])=[O:33].C(=O)([O-])O.[Na+]>O1CCCC1.C(N(CC)CC)C>[Br:31][C:29]1[S:28][C:27]2[C:32](=[O:33])[NH:34][C:10]([C:9]3([CH3:16])[CH2:13][CH2:14][CH2:15][N:8]3[C:6]([O:5][C:1]([CH3:4])([CH3:3])[CH3:2])=[O:7])=[N:25][C:26]=2[CH:30]=1 |f:3.4|. Starting materials: C(C1=CC=CC=C1)N1[C@H](CCC1=O)C(=O)NC(C(C(=O)O)O)CC1=CC=CC=C1 (3-((R)-1-benzyl-5-oxopyrrolidine-2-carboxamido)-2-hydroxy-4-phenylbutanoic acid), C1(CC1)CON (O-(cyclopropylmethyl)hydroxylamine). Product: C(C1=CC=CC=C1)N1[C@H](CCC1=O)C(=O)NC(CC1=CC=CC=C1)C(C(=O)NOCC1CC1)O ((2R)-1-benzyl-N-(4-(cyclopropylmethoxyamino)-3-hydroxy-4-oxo-1-phenylbutan-2-yl)-5-oxopyrrolidine-2-carboxamide). Reaction SMILES: [CH2:1]([N:8]1[C:12](=[O:13])[CH2:11][CH2:10][C@@H:9]1[C:14]([NH:16][CH:17]([CH2:23][C:24]1[CH:29]=[CH:28][CH:27]=[CH:26][CH:25]=1)[CH:18]([OH:22])[C:19](O)=[O:20])=[O:15])[C:2]1[CH:7]=[CH:6][CH:5]=[CH:4][CH:3]=1.[CH:30]1([CH2:33][O:34][NH2:35])[CH2:32][CH2:31]1>>[CH2:1]([N:8]1[C:12](=[O:13])[CH2:11][CH2:10][C@@H:9]1[C:14]([NH:16][CH:17]([CH:18]([OH:22])[C:19]([NH:35][O:34][CH2:33][CH:30]1[CH2:32][CH2:31]1)=[O:20])[CH2:23][C:24]1[CH:25]=[CH:26][CH:27]=[CH:28][CH:29]=1)=[O:15])[C:2]1[CH:7]=[CH:6][CH:5]=[CH:4][CH:3]=1. Procedure details: The reaction can be carried out in analogy to reaction step 20.3 by reacting 3-((R)-1-benzyl-5-oxopyrrolidine-2-carboxamido)-2-hydroxy-4-phenylbutanoic acid with O-(cyclopropylmethyl)hydroxylamine.